From a dataset of the Open Reaction Database (ORD), a public repository of structured organic reaction records. describe an organic reaction: reactants, conditions, products, and yield Product: CCOC(=O)c1ccc(C#Cc2ccc3c(c2)C(C)(C)CCC3(C)C)cc1. The reactants are O=C([O-])[O-], CC1(C)CCC(C)(C)c2cc(C#Cc3ccc(C(=O)O)cc3)ccc21, CCC(C)=O, CCI, [K+], [K+]. RXN SMILES: [C:26](=[O:27])([O-:28])[O-:29].[CH3:1][C:2]1([CH3:25])[c:3]2[cH:4][cH:5][c:6]([C:14]#[C:15][c:16]3[cH:17][cH:18][c:19]([C:20](=[O:21])[OH:22])[cH:23][cH:24]3)[cH:7][c:8]2[C:9]([CH3:12])([CH3:13])[CH2:10][CH2:11]1.[CH3:35][CH2:36][C:37](=[O:38])[CH3:39].[I:32][CH2:33][CH3:34].[K+:30].[K+:31]>>[CH3:1][C:2]1([CH3:25])[c:3]2[cH:4][cH:5][c:6]([C:14]#[C:15][c:16]3[cH:17][cH:18][c:19]([C:20](=[O:21])[O:22][CH2:33][CH3:34])[cH:23][cH:24]3)[cH:7][c:8]2[C:9]([CH3:12])([CH3:13])[CH2:10][CH2:11]1. Reactants: C(C)[C@]12CCC(C=C1CC[C@H]1[C@@H]3CCC([C@@]3(C)CC[C@H]21)=O)=O (10β-ethyl-estra-4-ene-3,17-dione), C1(=C(C(=O)C(=C(C1=O)Cl)Cl)Cl)Cl (chloranil), C1(=CC=CC=C1)C (toluene). The product is C=C1C=C2C=C[C@H]3[C@@H]4CCC([C@@]4(C)CC[C@@H]3[C@]2(CC1)CC)=O (3-Methylene-10β-Ethyl-estra-4,6-diene-17-one). RXN SMILES: C([C@@]12[C@@H:20]3[C@H:11]([C@H:12]4[C@@:16]([CH2:18][CH2:19]3)([CH3:17])[C:15](=[O:21])[CH2:14][CH2:13]4)[CH2:10][CH2:9]C1=CC(=O)CC2)C.[C:23]1(Cl)C(=O)C(Cl)=C(Cl)C(=O)[C:24]=1Cl.[C:35]1([CH3:41])[CH:40]=[CH:39][CH:38]=[CH:37][CH:36]=1>>[CH2:41]=[C:35]1[CH2:40][CH2:39][C@@:38]2([CH2:23][CH3:24])[C:37]([CH:9]=[CH:10][C@@H:11]3[C@@H:20]2[CH2:19][CH2:18][C@@:16]2([CH3:17])[C@H:12]3[CH2:13][CH2:14][C:15]2=[O:21])=[CH:36]1. Procedure details: 290 mg of 10β-ethyl-estra-4-ene-3,17-dione and 594 mg of chloranil are taken up in 15 ml of toluene. The mixture is refluxed for 20 hours in an atmosphere of nitrogen. The solvent is washed with several small portions of 5% sodium hydroxide and then with water. It is dried over anhydrous sodium sulfate for several hours. The solution is filtered and the solvent removed under vacuum. The amorphous solid obtained is triturated with ether, filtered and purified by chromatography over silica gel usi... Starting materials: IC=1C=NC=CC1 (3-iodopyridine), C1(=CC=CC=C1)P(C1=CC=CC=C1)C1=CC=CC=C1 (triphenylphosphine), CC(C#C)(OC1=CC=C(C#N)C=C1)C (4-(1,1-dimethyl-2-propynyloxy)benzonitrile). Reagents/catalysts: [Pd](Cl)Cl (palladium(II) chloride), [Cu]I (copper(I) iodide). The solvent is C(C)NCC (diethylamine). Reaction conditions: time 3 day. The product is CC(C#CC=1C=NC=CC1)(OC1=CC=C(C#N)C=C1)C (4-[1,1-dimethyl-3-(3-pyridyl)-2-propynyloxy]benzonitrile). Reaction SMILES: I[C:2]1[CH:3]=[N:4][CH:5]=[CH:6][CH:7]=1.C1(P(C2C=CC=CC=2)C2C=CC=CC=2)C=CC=CC=1.[CH3:27][C:28]([CH3:40])([O:31][C:32]1[CH:39]=[CH:38][C:35]([C:36]#[N:37])=[CH:34][CH:33]=1)[C:29]#[CH:30]>C(NCC)C.[Pd](Cl)Cl.[Cu]I>[CH3:27][C:28]([CH3:40])([O:31][C:32]1[CH:33]=[CH:34][C:35]([C:36]#[N:37])=[CH:38][CH:39]=1)[C:29]#[C:30][C:2]1[CH:3]=[N:4][CH:5]=[CH:6][CH:7]=1. Reported procedure: 10.25 g of 3-iodopyridine were added at to a solution of 44 mg of palladium(II) chloride, room temperature 131 mg of triphenylphosphine and 95 mg of copper(I) iodide in 200 mg of diethylamine 9.25 g of 4-(1,1-dimethyl-2-propynyloxy)benzonitrile were then added and the mixture was stirred for 3 days. The mixture was evaporated and the residue was partitioned between ethyl acetate and water. The organic phase was dried over sodium sulphate and evaporated. The residue was chromatographed on silica ...